From a dataset of the Open Reaction Database (ORD), a public repository of structured organic reaction records. describe an organic reaction: reactants, conditions, products, and yield The reactants are CC(C(=O)ON1CCC(=CC1)B1OC(C(O1)(C)C)(C)C)(C)C (1-[(2,2-dimethylpropanoyl)oxy]-4-(4,4,5,5-tetramethyl-1,3,2-dioxaborolan-2-yl)-1,2,3,6-tetrahydropyridine), C(=O)([O-])[O-].[K+].[K+] (K2CO3), PdCl2dppf, BrC=1C=C(C=CC1C)NC(C(C)C)=O (N-(3-bromo-4-methylphenyl)-2-methylpropanamide). Run in CN(C)C=O (DMF). Conditions: temperature 80 celsius. Product: C(C(C)C)(=O)NC=1C=CC(=C(C1)C=1CCN(CC1)C(=O)OC(C)(C)C)C (tert-butyl 4-[5-(isobutyrylamino)-2-methylphenyl]-3,6-dihydro-1(2H)-pyridinecarboxylate). Yield: 124.0%. As a reaction SMILES: CC(C)(C)C(O[N:6]1[CH2:11][CH:10]=[C:9](B2OC(C)(C)C(C)(C)O2)[CH2:8][CH2:7]1)=O.[C:23]([O-:26])([O-])=[O:24].[K+].[K+].Br[C:30]1[CH:31]=[C:32]([NH:37][C:38](=[O:42])[CH:39]([CH3:41])[CH3:40])[CH:33]=[CH:34][C:35]=1[CH3:36]>CN(C=O)C>[C:38]([NH:37][C:32]1[CH:31]=[CH:30][C:35]([CH3:36])=[C:34]([C:9]2[CH2:8][CH2:7][N:6]([C:23]([O:26][C:35]([CH3:36])([CH3:34])[CH3:30])=[O:24])[CH2:11][CH:10]=2)[CH:33]=1)(=[O:42])[CH:39]([CH3:41])[CH3:40] |f:1.2.3|. Procedure: To a 50-mL RB flask containing 1-[(2,2-dimethylpropanoyl)oxy]-4-(4,4,5,5-tetramethyl-1,3,2-dioxaborolan-2-yl)-1,2,3,6-tetrahydropyridine (500 mg, 1.62 mmol), K2CO3 (670 mg, 4.86 mmol) and PdCl2dppf (155 mg) was added a solution of N-(3-bromo-4-methylphenyl)-2-methylpropanamide (415 mg, 1.62 mmol) in DMF (10.0 mL) at room temperature under argon. The mixture was heated to 80° C. under argon overnight. After cooled to room temperature, the mixture was filtered through celite and the celite was was...